describe an organic reaction: reactants, conditions, products, and yield From a dataset of the Open Reaction Database (ORD), a public repository of structured organic reaction records. Starting materials: CC1=NN2C(NC(C3=C2C2=C(N=C3C)N(N=C2)CC)=O)=C1 (2,6-dimethyl-8-ethyl-4H-pyrazolo-[1,5-a]pyrazolo[4',3':5,6]pyrido[3,4-e]pyrimidin-5(8H)-one), ClCCN (2-chloroethylamine), CN(C)CCCCl (dimethylaminopropyl chloride). Yields the product NCCN1C=2N(C3=C(C1=O)C(=NC1=C3C=NN1CC)C)N=C(C2)C (4-(2-aminoethyl)-2,6-dimethyl-8-ethyl-4H-pyrazolo-[1,5-a]pyrazolo[4',3':5,6]pyrido[3,4-e]pyrimidin-5(8H)-one). RXN SMILES: [CH3:1][C:2]1[CH:21]=[C:5]2[NH:6][C:7](=[O:20])[C:8]3[C:13]([CH3:14])=[N:12][C:11]4[N:15]([CH2:18][CH3:19])[N:16]=[CH:17][C:10]=4[C:9]=3[N:4]2[N:3]=1.Cl[CH2:23][CH2:24][NH2:25].CN(CCCCl)C>>[NH2:25][CH2:24][CH2:23][N:6]1[C:7](=[O:20])[C:8]2[C:13]([CH3:14])=[N:12][C:11]3[N:15]([CH2:18][CH3:19])[N:16]=[CH:17][C:10]=3[C:9]=2[N:4]2[N:3]=[C:2]([CH3:1])[CH:21]=[C:5]12. Procedure details: By substituting the 2,6-dimethyl-8-ethyl-4H-pyrazolo-[1,5-a]pyrazolo[4',3':5,6]pyrido[3,4-e]pyrimidin-5(8H)-one obtained in Example 16 in the procedure of Example 4 and substituting 2-chloroethylamine for the dimethylaminopropyl chloride, 4-(2-aminoethyl)-2,6-dimethyl-8-ethyl-4H-pyrazolo-[1,5-a]pyrazolo[4',3':5,6]pyrido[3,4-e]pyrimidin-5(8H)-one is obtained. The reactants are N1=CC(=CC=C1)CNC(=O)NC1=CC=C(C=C1)C(CCC)=O (1-(3-pyridylmethyl)-3-(4-butyrylphenyl)urea), [Cl-].[Zn+2].[Cl-] (zinc chloride). Run in CO (methanol), CO (methanol). Conditions: time 8 hour. Yields the product [Cl-].[Zn+2].N1=CC(=CC=C1)CNC(=O)NC1=CC=C(C=C1)C(CCC)=O.[Cl-] (1-(3-pyridylmethyl)-3-(4-butyrylphenyl)urea zinc chloride). Yield: 63.0%. As a reaction SMILES: [N:1]1[CH:6]=[CH:5][CH:4]=[C:3]([CH2:7][NH:8][C:9]([NH:11][C:12]2[CH:17]=[CH:16][C:15]([C:18](=[O:22])[CH2:19][CH2:20][CH3:21])=[CH:14][CH:13]=2)=[O:10])[CH:2]=1.[Cl-:23].[Zn+2:24].[Cl-]>CO>[Cl-:23].[Zn+2:24].[N:1]1[CH:6]=[CH:5][CH:4]=[C:3]([CH2:7][NH:8][C:9]([NH:11][C:12]2[CH:17]=[CH:16][C:15]([C:18](=[O:22])[CH2:19][CH2:20][CH3:21])=[CH:14][CH:13]=2)=[O:10])[CH:2]=1.[Cl-:23] |f:1.2.3,5.6.7.8|. Procedure: To a solution of 1-(3-pyridylmethyl)-3-(4-butyrylphenyl)urea (2.98 g., 0.01 mole) in 200 ml. of methanol was added a solution of anhydrous zinc chloride (0.68 g., 0.005 mole) in 50 ml. of methanol. After standing overnight the solution was concentrated in vacuo to give 2.3 g. of white solid. This was a 63% yield of 1-(3-pyridylmethyl)-3-(4-butyrylphenyl)urea zinc chloride complex.